This data is from the Open Reaction Database (ORD), a public repository of structured organic reaction records. The task is: describe an organic reaction: reactants, conditions, products, and yield The reactants are C(O)([O-])=O.[Na+] (sodium hydrogen carbonate), aqueous solution, Cl (hydrochloric acid), ClC=1C=C2C(=CC1)N(CC21CN(CC1)C(=O)OC)C(NC=1SC(=CN1)SCCOC1OCCCC1)=O (Methyl 5-chloro-1-((5-((2-((tetrahydro-2H-pyran-2-yl)oxy)ethyl)thio)thiazol-2-yl)carbamoyl)spiro[indoline-3,3′-pyrrolidine]-1′-carboxylate). Solvent: O1CCCC1 (tetrahydrofuran), CO (methanol). Run at time 10 minute. The product is ClC=1C=C2C(=CC1)N(CC21CN(CC1)C(=O)OC)C(NC=1SC(=CN1)SCCO)=O (methyl 5-chloro-1-((5-((2-hydroxyethyl)thio)thiazol-2-yl)carbamoyl)spiro[indoline-3,3′-pyrrolidine]-1′-carboxylate). The yield is 82.4%. RXN SMILES: [Cl:1][C:2]1[CH:3]=[C:4]2[C:10]3([CH2:14][CH2:13][N:12]([C:15]([O:17][CH3:18])=[O:16])[CH2:11]3)[CH2:9][N:8]([C:19](=[O:36])[NH:20][C:21]3[S:22][C:23]([S:26][CH2:27][CH2:28][O:29]C4CCCCO4)=[CH:24][N:25]=3)[C:5]2=[CH:6][CH:7]=1.Cl.C(=O)([O-])O.[Na+]>O1CCCC1.CO>[Cl:1][C:2]1[CH:3]=[C:4]2[C:10]3([CH2:14][CH2:13][N:12]([C:15]([O:17][CH3:18])=[O:16])[CH2:11]3)[CH2:9][N:8]([C:19](=[O:36])[NH:20][C:21]3[S:22][C:23]([S:26][CH2:27][CH2:28][OH:29])=[CH:24][N:25]=3)[C:5]2=[CH:6][CH:7]=1 |f:2.3|. Procedure details: The methyl 5-chloro-1-((5-((2-((tetrahydro-2H-pyran-2-yl)oxy)ethyl)thio)thiazol-2-yl)carbamoyl)spiro[indoline-3,3′-pyrrolidine]-1′-carboxylate (90.0 mg, 0.163 mmol) obtained in Example 136 was dissolved in tetrahydrofuran (1 mL) and methanol (1 mL). Thereafter, a 12 N aqueous solution of hydrochloric acid (0.2 mL) was added to the above obtained solution, and the thus obtained mixture was then stirred at room temperature for 10 minutes. Thereafter, the reaction solution was neutralized with a sa... Reactants: solution, Cl (hydrogen chloride), OC1CN(C1)C1=CC(=NC=N1)N1NC=C(C1=O)N1N=NC=C1 (2-[6-(3-Hydroxyazetidin-1-yl)pyrimidin-4-yl]-4-(1H-1,2,3-triazol-1-yl)-1,2-dihydro-3H-pyrazol-3-one). Solvent: O1CCOCC1 (dioxane). Run at time 1 hour. The product is Cl.OC1CN(C1)C1=CC(=NC=N1)N1NC=C(C1=O)N1N=NC=C1 (2-[6-(3-Hydroxyazetidin-1-yl)pyrimidin-4-yl]-4-(1H-1,2,3-triazol-1-yl)-1,2-dihydro-3H-pyrazol-3-one hydrochloride). RXN SMILES: [ClH:1].[OH:2][CH:3]1[CH2:6][N:5]([C:7]2[N:12]=[CH:11][N:10]=[C:9]([N:13]3[C:17](=[O:18])[C:16]([N:19]4[CH:23]=[CH:22][N:21]=[N:20]4)=[CH:15][NH:14]3)[CH:8]=2)[CH2:4]1>O1CCOCC1>[ClH:1].[OH:2][CH:3]1[CH2:4][N:5]([C:7]2[N:12]=[CH:11][N:10]=[C:9]([N:13]3[C:17](=[O:18])[C:16]([N:19]4[CH:23]=[CH:22][N:21]=[N:20]4)=[CH:15][NH:14]3)[CH:8]=2)[CH2:6]1 |f:3.4|. Procedure details: 3 ml of a 4 N solution of hydrogen chloride in dioxane are added to 105 mg (0.4 mmol) of the compound from Example 88 and the mixture is stirred at RT for 1 h. The solid is filtered off, washed with tert-butyl methyl ether and dried under a high vacuum. Reactants: COC=1C=C(N=NC1)OC1=CC(=NN1C)C(F)(F)F (5-Methoxy-3-[[1-methyl-3-(trifluoromethyl)-1H-pyrazol-5-yl]oxy]pyridazine), P(=O)(Br)(Br)Br (phosphorus oxybromide), C(C)(=O)OCC (ethyl acetate). Run in C1(=CC=CC=C1)C (toluene). The product is BrC=1C=C(N=NC1)OC1=CC(=NN1C)C(F)(F)F (5-bromo-3-[[1-methyl-3-(trifluoromethyl)-1H-pyrazol-5yl]oxy]pyridazine). Yield: 46.8%. As a reaction SMILES: CO[C:3]1[CH:4]=[C:5]([O:9][C:10]2[N:14]([CH3:15])[N:13]=[C:12]([C:16]([F:19])([F:18])[F:17])[CH:11]=2)[N:6]=[N:7][CH:8]=1.P(Br)(Br)([Br:22])=O.C(OCC)(=O)C>C1(C)C=CC=CC=1>[Br:22][C:3]1[CH:4]=[C:5]([O:9][C:10]2[N:14]([CH3:15])[N:13]=[C:12]([C:16]([F:19])([F:18])[F:17])[CH:11]=2)[N:6]=[N:7][CH:8]=1. Procedure: 5-Methoxy-3-[[1-methyl-3-(trifluoromethyl)-1H-pyrazol-5-yl]oxy]pyridazine(Compound No. 5, 5.0 g, 0.0182 mole) and phosphorus oxybromide (5.7 g, 0.02 mole) were refluxed under N2 in toluene (100 mL) for 3.5 hours. The mixture was poured into ethyl acetate and extracted 2×200 mL with water. The organic layer was then extracted with saturated sodium bicarbonate, brine, dried (MgSO4), filtered and evaporated in vacuo to give a crude oil. The oil was purified by chromatography on silica gel to give 5... Starting materials: BrCCCCCCCCCCOC1=CC=C(C(=O)O)C=C1 (4-(10-Bromodecyloxy)benzoic acid), NaH2PO4·H2O, [O-]Cl=O.[Na+] (NaClO2), C1(O)=CC(O)=CC=C1 (resorcinol), BrCCCCCCCCCCCCOC1=CC=C(C=O)C=C1 (4-(12-Bromododecyloxy)benzaldehyde). Yields the product BrCCCCCCCCCCCCOC1=CC=C(C(=O)O)C=C1 (4-(12-Bromododecyloxy)benzoic acid). Reaction SMILES: Br[CH2:2][CH2:3][CH2:4][CH2:5][CH2:6][CH2:7][CH2:8][CH2:9][CH2:10][CH2:11][O:12][C:13]1[CH:21]=[CH:20][C:16]([C:17]([OH:19])=[O:18])=[CH:15][CH:14]=1.C1(C=CC=C(O)C=1)O.[Br:30][CH2:31][CH2:32]CCCCCCCCCCOC1C=CC(C=O)=CC=1.[O-]Cl=O.[Na+]>>[Br:30][CH2:31][CH2:32][CH2:2][CH2:3][CH2:4][CH2:5][CH2:6][CH2:7][CH2:8][CH2:9][CH2:10][CH2:11][O:12][C:13]1[CH:21]=[CH:20][C:16]([C:17]([OH:19])=[O:18])=[CH:15][CH:14]=1 |f:3.4|. Reported procedure: Synthesized as described above for compound 7. Quantities: resorcinol (2.69 g, 24 mmol), 6 (7.0 g, 19 mmol), NaH2PO4·H2O (8.87 g, 57 mmol), NaClO2 (9.92 g, 110 mmol). Yield 7.32 g (quant.). 1H NMR: δH (CDCl3; 300 MHz): 1.24-1.52 (16 H, m, CH2), 1.84 (4 H, m, O—CH2—CH2/Br—CH2—CH2), 3.40 (2 H, t, 3J=6.9 Hz, Br—CH2), 4.06 (2 H, t, 3J=6.5 Hz, O—CH2), 6.93 (2 H, d, 3J=9.0 Hz, Ar—H), 8.04 (2 H, d, 3J=8.9 Hz, Ar—H). 13C NMR: δC (CDCl3; 75 MHz): 26.0, 28.2, 28.7, 29.1, 29.3, 29.4, 29.5, 32.8, 34.0, 68.3... Starting materials: [H-].[Na+] (sodium hydride), FC(CO)(C(C(F)(F)F)(F)F)F (2,2,3,3,4,4,4-heptafluorobutanol), COCCOC (ethylene glycol dimethyl ether), O1C(CCCC1)OCCOCCCl (2-chloroethoxyethyl tetrahydropyranyl ether), O1C(CCCC1)OCCOCCCl (2-chloroethoxyethyl tetrahydropyranyl ether). The solvent is O (water). Run at time 1 hour. Yields the product O1C(CCCC1)OCCOCCOCC(C(C(F)(F)F)(F)F)(F)F (8,8,9,9,10,10,10-heptafluoro-3,6-dioxadecyl tetrahydropyranyl ether), low-purity product. Yield: 9.6%. As a reaction SMILES: [F:1][C:2]([F:12])([C:5]([F:11])([F:10])[C:6]([F:9])([F:8])[F:7])[CH2:3][OH:4].COCCOC.[H-].[Na+].[O:21]1[CH2:26][CH2:25][CH2:24][CH2:23][CH:22]1[O:27][CH2:28][CH2:29][O:30][CH2:31][CH2:32]Cl>O>[O:21]1[CH2:26][CH2:25][CH2:24][CH2:23][CH:22]1[O:27][CH2:28][CH2:29][O:30][CH2:31][CH2:32][O:4][CH2:3][C:2]([F:12])([F:1])[C:5]([F:10])([F:11])[C:6]([F:7])([F:8])[F:9] |f:2.3|. Procedure: In a 2 liter-reaction vessel, 100 g (0.50M) of 2,2,3,3,4,4,4-heptafluorobutanol and 500 ml of ethylene glycol dimethyl ether were placed. To the mixture, 22 g (0.55M) of 60%-oily sodium hydride was added in 40 minutes at 10° C. or below, followed by stirring for 1 hour at the same temperature and stirring for 2.5 hours at room temperature. In a 1 liter-autoclave, the reaction mixture and 115.5 g (0.55M) of 2-chloroethoxyethyl tetrahydropyranyl ether were placed and stirred for 8 hours at 170° C.... The reactants are COC(=O)C(C(=O)O)C(CC(C)C)C(=O)NC1Cc2cn(c3ccccc23)CCCCCCNC1=O, CCO, [Li+], [OH-]. The product is CC(C)CC(C(=O)NC1Cc2cn(c3ccccc23)CCCCCCNC1=O)C(C(=O)O)C(=O)O. Reaction SMILES: [CH3:1][O:2][C:3](=[O:4])[CH:5]([C:6](=[O:7])[OH:8])[CH:9]([CH2:10][CH:11]([CH3:12])[CH3:13])[C:14]([NH:15][CH:16]1[C:17](=[O:35])[NH:18][CH2:19][CH2:20][CH2:21][CH2:22][CH2:23][CH2:24][n:25]2[c:26]3[cH:27][cH:28][cH:29][cH:30][c:31]3[c:32]([cH:34]2)[CH2:33]1)=[O:36].[CH3:39][CH2:40][OH:41].[Li+:38].[OH-:37]>>[O:2]=[C:3]([OH:4])[CH:5]([C:6](=[O:7])[OH:8])[CH:9]([CH2:10][CH:11]([CH3:12])[CH3:13])[C:14]([NH:15][CH:16]1[C:17](=[O:35])[NH:18][CH2:19][CH2:20][CH2:21][CH2:22][CH2:23][CH2:24][n:25]2[c:26]3[cH:27][cH:28][cH:29][cH:30][c:31]3[c:32]([cH:34]2)[CH2:33]1)=[O:36]. Starting materials: C(CCC)OC(=O)C=1OC2=C(C(C1)=O)C1=C(C=C2Cl)C2=C(C(O1)(C)C)C=C(C=C2)S(=O)(=O)O (2-(n-butoxycarbonyl)-4-oxo-6,6-dimethyl-8-sulfo-12-chloro-4H,6H-[2]-benzopyrano-[3,4-f]-[1]-benzopyran), O (water). Run in C(C)(=O)O (acetic acid), Cl (hydrochloric acid). The product is C(=O)(O)C=1OC2=C(C(C1)=O)C1=C(C=C2Cl)C2=C(C(O1)(C)C)C=C(C=C2)S(=O)(=O)O (2-Carboxy-4-oxo-6,6-dimethyl-8-sulfo-12-chloro-4H,6H-[2]-benzopyrano-[3,4-f]-[1]-benzopyran). Reaction SMILES: C([O:5][C:6]([C:8]1[O:9][C:10]2[C:18]([Cl:19])=[CH:17][C:16]3[C:20]4[CH:29]=[CH:28][C:27]([S:30]([OH:33])(=[O:32])=[O:31])=[CH:26][C:21]=4[C:22]([CH3:25])([CH3:24])[O:23][C:15]=3[C:11]=2[C:12](=[O:14])[CH:13]=1)=[O:7])CCC.O>C(O)(=O)C.Cl>[C:6]([C:8]1[O:9][C:10]2[C:18]([Cl:19])=[CH:17][C:16]3[C:20]4[CH:29]=[CH:28][C:27]([S:30]([OH:33])(=[O:32])=[O:31])=[CH:26][C:21]=4[C:22]([CH3:25])([CH3:24])[O:23][C:15]=3[C:11]=2[C:12](=[O:14])[CH:13]=1)([OH:7])=[O:5]. Procedure details: 1.0 gm (2 millimols) of 2-(n-butoxycarbonyl)-4-oxo-6,6-dimethyl-8-sulfo-12-chloro-4H,6H-[2]-benzopyrano-[3,4-f]-[1]-benzopyran (see Example 11) was heated for 1 hour in a mixture of 12 ml of acetic acid and 5 ml of concentrated hydrochloric acid. Then, the reaction mixture was evaporated to dryness, and the residue was recrystallized from methanol. 0.5 gm (53% of theory) of the compound named in the heading, m.p. 257°-259° C, was obtained (with 2 mols of water of crystallization).